Dataset: the Open Reaction Database (ORD), a public repository of structured organic reaction records. Task: describe an organic reaction: reactants, conditions, products, and yield RXN SMILES: [C:22](=[O:23])([O-:24])[O-:25].[ClH:28].[Cs+:26].[Cs+:27].[I:13][c:14]1[c:15]([CH2:16][Cl:17])[cH:18][cH:19][cH:20][cH:21]1.[I:1][c:2]1[cH:3][c:4]([C:5](=[O:6])[OH:7])[cH:8][c:9]([I:12])[c:10]1[OH:11].[O:29]=[CH:30][N:31]([CH3:32])[CH3:33]>>[I:1][c:2]1[cH:3][c:4]([C:5]([O:6][CH2:16][c:15]2[c:14]([I:13])[cH:21][cH:20][cH:19][cH:18]2)=[O:7])[cH:8][c:9]([I:12])[c:10]1[OH:11]. Product: O=C(OCc1ccccc1I)c1cc(I)c(O)c(I)c1. Reactants: O=C([O-])[O-], Cl, [Cs+], [Cs+], ClCc1ccccc1I, O=C(O)c1cc(I)c(O)c(I)c1, CN(C)C=O. The reactants are BrC=1C=C2CC(CC2=CC1)N (5-Bromo-2,3-dihydro-1H-inden-2-amine), C(C)(C)(C)OC(NCC=O)=O (tert-Butyl(2-oxoethyl)carbamate), [BH-](OC(=O)C)(OC(=O)C)OC(=O)C.[Na+] (NaBH(OAc)3), C(Cl)Cl (DCM). Run in C(Cl)Cl.CO (DCM MeOH). Reaction conditions: time 3 hour. Yields the product BrC=1C=C2CC(CC2=CC1)NCCNC(OC(C)(C)C)=O (tert-Butyl {2-[(5-bromo-2,3-dihydro-1H-inden-2-yl)amino]ethyl}carbamate). As a reaction SMILES: [Br:1][C:2]1[CH:3]=[C:4]2[C:8](=[CH:9][CH:10]=1)[CH2:7][CH:6]([NH2:11])[CH2:5]2.[C:12]([O:16][C:17](=[O:22])[NH:18][CH2:19][CH:20]=O)([CH3:15])([CH3:14])[CH3:13].[BH-](OC(C)=O)(OC(C)=O)OC(C)=O.[Na+].C(Cl)Cl>C(Cl)Cl.CO>[Br:1][C:2]1[CH:3]=[C:4]2[C:8](=[CH:9][CH:10]=1)[CH2:7][CH:6]([NH:11][CH2:20][CH2:19][NH:18][C:17](=[O:22])[O:16][C:12]([CH3:15])([CH3:14])[CH3:13])[CH2:5]2 |f:2.3,5.6|. Procedure details: To a solution of 5-Bromo-2,3-dihydro-1H-inden-2-amine (0.21 g, 1.0 mmol) in 16 mL of DCM/MeOH (7/1, v/v) was added tert-Butyl(2-oxoethyl)carbamate (160 mg, 1.0 mmol) and NaBH(OAc)3 (297 mg, 1.4 mmol), and the mixture was stirred at RT for 3 hours. DCM was added to the mixture, and then washed with brine. The organic layer was dried over anhydrous Na2SO4 and concentrated. The residue was purified by prep-TLC to give the title product.